Dataset: the Open Reaction Database (ORD), a public repository of structured organic reaction records. Task: describe an organic reaction: reactants, conditions, products, and yield Reactants: C1(=CC=CC=C1)P(C1=CC=CC=C1)=O (Diphenylphosphine oxide), C1(C=CC(C=C1)=O)=O (p-benzoquinone). Run in C1(=CC=CC=C1)C (toluene), C1(=CC=CC=C1)C (toluene). Yields the product OC1=C(C=C(C=C1)O)P(C1=CC=CC=C1)(C1=CC=CC=C1)=O (2,5-dihydroxyphenyldiphenylphosphine oxide). Reaction SMILES: [C:1]1(=[O:8])[CH:6]=[CH:5][C:4](=[O:7])[CH:3]=[CH:2]1.[C:9]1([PH:15](=[O:22])[C:16]2[CH:21]=[CH:20][CH:19]=[CH:18][CH:17]=2)[CH:14]=[CH:13][CH:12]=[CH:11][CH:10]=1>C1(C)C=CC=CC=1>[OH:7][C:4]1[CH:5]=[CH:6][C:1]([OH:8])=[CH:2][C:3]=1[P:15](=[O:22])([C:16]1[CH:17]=[CH:18][CH:19]=[CH:20][CH:21]=1)[C:9]1[CH:14]=[CH:13][CH:12]=[CH:11][CH:10]=1. Procedure details: Into a flame dried 2 L three neck round bottomed flask equipped with a mechanical stirrer, nitrogen gas inlet, pressure equalizing addition funnel, and drying tube were charged p-benzoquinone (30.16 g, 0.2790 mol) and toluene (750 mL). Diphenylphosphine oxide (56.42 g, 0.2790 mol) in toluene (250 mL) was added dropwise over 0.5 hour to the stirred solution at room temperature under nitrogen. The solution color changed from a dark brown to yellow with the formation of a gum. Upon further stirring...